This data is from the Open Reaction Database (ORD), a public repository of structured organic reaction records. The task is: describe an organic reaction: reactants, conditions, products, and yield Reactants: CCOCCOc1cc(C)c(-c2cccc(CNc3ccc(CCC(=O)O)cn3)c2)c(C)c1, CS(=O)(=O)O, CCOCC, CCOC(C)=O. The product is CCOCCOc1cc(C)c(-c2cccc(CNc3ccc(CCC(=O)O)cn3)c2)c(C)c1, CS(=O)(=O)O. As a reaction SMILES: [CH2:1]([CH3:2])[O:3][CH2:4][CH2:5][O:6][c:7]1[cH:8][c:9]([CH3:33])[c:10](-[c:14]2[cH:15][c:16]([CH2:20][NH:21][c:22]3[cH:23][cH:24][c:25]([CH2:28][CH2:29][C:30](=[O:31])[OH:32])[cH:26][n:27]3)[cH:17][cH:18][cH:19]2)[c:11]([CH3:13])[cH:12]1.[CH3:34][S:35]([OH:36])(=[O:37])=[O:38].[CH3:39][CH2:40][O:41][CH2:42][CH3:43].[CH3:44][CH2:45][O:46][C:47](=[O:48])[CH3:49]>>[CH2:1]([CH3:2])[O:3][CH2:4][CH2:5][O:6][c:7]1[cH:8][c:9]([CH3:33])[c:10](-[c:14]2[cH:15][c:16]([CH2:20][NH:21][c:22]3[cH:23][cH:24][c:25]([CH2:28][CH2:29][C:30](=[O:31])[OH:32])[cH:26][n:27]3)[cH:17][cH:18][cH:19]2)[c:11]([CH3:13])[cH:12]1.[CH3:34][S:35](=[O:36])(=[O:37])[OH:38]. Reactants: FC1=C(C=CC=C1)C1=C(C=CC2=CC=CC=C12)O (1-(2-fluorophenyl)-2-naphthol), CN1C(CCC1)=O (N-methyl-2-pyrrolidone), C([O-])([O-])=O.[K+].[K+] (potassium carbonate). Run in O (water). Run at temperature 150 celsius, time 6 hour. The product is C1=CC=CC=2C=CC3=C(C4=C(O3)C=CC=C4)C12 (Benzo[b]naphtho[1,2-d]furan). The yield is 86.0%. Reaction SMILES: F[C:2]1[CH:7]=[CH:6][CH:5]=[CH:4][C:3]=1[C:8]1[C:17]2[C:12](=[CH:13][CH:14]=[CH:15][CH:16]=2)[CH:11]=[CH:10][C:9]=1[OH:18].CN1CCCC1=O.C(=O)([O-])[O-].[K+].[K+]>O>[CH:16]1[C:17]2[C:8]3[C:3]4[CH:4]=[CH:5][CH:6]=[CH:7][C:2]=4[O:18][C:9]=3[CH:10]=[CH:11][C:12]=2[CH:13]=[CH:14][CH:15]=1 |f:2.3.4|. Procedure: Into a 1 L three-neck flask were placed 15 g (63 mmol) of 1-(2-fluorophenyl)-2-naphthol, 300 mL of N-methyl-2-pyrrolidone (NMP), and 18 g (130 mmol) of potassium carbonate. The mixture in this flask was stirred at 150° C. for 6 hours under a nitrogen stream. After that, this mixture was cooled down to room temperature and added to about 500 mL of water. The aqueous layer of this mixture was subjected to extraction with ethyl acetate, and the obtained solution of the extract and the organic layer... The reactants are CS(=O)(=O)O[C@@H](CC[C@@H](C1=C(C=C(C(=C1)[N+](=O)[O-])Cl)F)OS(=O)(=O)C)C1=C(C=C(C(=C1)[N+](=O)[O-])Cl)F ((1S,4S)-1,4-bis(4-chloro-2-fluoro-5-nitrophenyl)butane-1,4-diyl dimethanesulfonate), FC=1C=C(N)C=C(C1N1CCCCC1)F (3,5-difluoro-4-(piperidin-1-yl)aniline), CCN(C(C)C)C(C)C (Hunig's base). Solvent: CC#N (CH3CN). Conditions: temperature 75 celsius. The product is ClC1=CC(=C(C=C1[N+](=O)[O-])[C@@H]1N([C@H](CC1)C1=C(C=C(C(=C1)[N+](=O)[O-])Cl)F)C1=CC(=C(C(=C1)F)N1CCCCC1)F)F (1-(4-((2R,5R)-2,5-bis(4-chloro-2-fluoro-5-nitrophenyl)pyrrolidin-1-yl)-2,6-difluorophenyl)piperidine), cis-pyrrolidine. Reaction SMILES: CS(O[C@H:6]([C:26]1[CH:31]=[C:30]([N+:32]([O-:34])=[O:33])[C:29]([Cl:35])=[CH:28][C:27]=1[F:36])[CH2:7][CH2:8][C@H:9](OS(C)(=O)=O)[C:10]1[CH:15]=[C:14]([N+:16]([O-:18])=[O:17])[C:13]([Cl:19])=[CH:12][C:11]=1[F:20])(=O)=O.[F:37][C:38]1[CH:39]=[C:40]([CH:42]=[C:43]([F:51])[C:44]=1[N:45]1[CH2:50][CH2:49][CH2:48][CH2:47][CH2:46]1)[NH2:41].CCN(C(C)C)C(C)C>CC#N>[Cl:19][C:13]1[C:14]([N+:16]([O-:18])=[O:17])=[CH:15][C:10]([C@H:9]2[CH2:8][CH2:7][C@H:6]([C:26]3[CH:31]=[C:30]([N+:32]([O-:34])=[O:33])[C:29]([Cl:35])=[CH:28][C:27]=3[F:36])[N:41]2[C:40]2[CH:39]=[C:38]([F:37])[C:44]([N:45]3[CH2:46][CH2:47][CH2:48][CH2:49][CH2:50]3)=[C:43]([F:51])[CH:42]=2)=[C:11]([F:20])[CH:12]=1. Procedure details: To a solution of (1S,4S)-1,4-bis(4-chloro-2-fluoro-5-nitrophenyl)butane-1,4-diyl dimethanesulfonate (500 mg, 0.843 mmol) in CH3CN (4.5 ml) was added 3,5-difluoro-4-(piperidin-1-yl)aniline (358 mg, 1.685 mmol) and Hunig's base (0.736 mL, 4.21 mmol). The suspension was heated at 75° C. for 24 hours. Solvent was removed by rotary evaporation and the residue was dissolved in EtOAc, washed with 1 N HCl, H2O, brine, dried (MgSO4), filtered and concentrated. The crude product was chromatographed on an ...